The task is: describe an organic reaction: reactants, conditions, products, and yield. This data is from the Open Reaction Database (ORD), a public repository of structured organic reaction records. Starting materials: CN, CCO, CCOc1ccc(-n2c(C)c3c(C)nnc(Cl)c3c2C)cc1, O. Yields the product CCOc1ccc(-n2c(C)c3c(C)nnc(NC)c3c2C)cc1. RXN SMILES: [CH3:23][NH2:24].[CH3:25][CH2:26][OH:27].[Cl:1][c:2]1[n:3][n:4][c:5]([CH3:22])[c:6]2[c:7]1[c:8]([CH3:21])[n:9](-[c:12]1[cH:13][cH:14][c:15]([O:18][CH2:19][CH3:20])[cH:16][cH:17]1)[c:10]2[CH3:11].[OH2:28]>>[c:2]1([NH:24][CH3:23])[n:3][n:4][c:5]([CH3:22])[c:6]2[c:7]1[c:8]([CH3:21])[n:9](-[c:12]1[cH:13][cH:14][c:15]([O:18][CH2:19][CH3:20])[cH:16][cH:17]1)[c:10]2[CH3:11].